This data is from the Open Reaction Database (ORD), a public repository of structured organic reaction records. The task is: describe an organic reaction: reactants, conditions, products, and yield Starting materials: NCC1=CC=C(C(=O)O)C=C1 (4-aminomethylbenzoic acid), Cl (hydrogen chloride), C(C)O (ethanol), C(C)O (ethanol). The product is NCC1=CC=C(C(=O)OCC)C=C1 (ethyl 4-(aminomethyl)benzoate). RXN SMILES: [NH2:1][CH2:2][C:3]1[CH:11]=[CH:10][C:6]([C:7]([OH:9])=[O:8])=[CH:5][CH:4]=1.Cl.[CH2:13](O)[CH3:14]>>[NH2:1][CH2:2][C:3]1[CH:4]=[CH:5][C:6]([C:7]([O:9][CH2:13][CH3:14])=[O:8])=[CH:10][CH:11]=1. Procedure details: 3 g (19.9 mmol) of 4-aminomethylbenzoic acid was suspended in 100 ml of ethanol. 10 ml of ethanol containing 25% of hydrogen chloride was added to the suspension, and they were heated under reflux for 8 hours. The solvent was evaporated, and the title compound was obtained by the same isolation process as that of step 1 in Example 1 with ethyl acetate as the extractant. The reactants are CCOC(C)=O, ClCCl, O=C(Cl)c1c(F)cccc1F, CCOC(=O)C(N)C#N, c1ccncc1. The product is CCOC(=O)C(C#N)NC(=O)c1c(F)cccc1F. RXN SMILES: [CH3:30][CH2:31][O:32][C:33](=[O:34])[CH3:35].[Cl:27][CH2:28][Cl:29].[F:16][c:17]1[c:18]([C:19](=[O:20])[Cl:21])[c:22]([F:26])[cH:23][cH:24][cH:25]1.[NH2:1][CH:2]([C:3](=[O:4])[O:5][CH2:6][CH3:7])[C:8]#[N:9].[cH:10]1[cH:11][cH:12][n:13][cH:14][cH:15]1>>[NH:1]([CH:2]([C:3](=[O:4])[O:5][CH2:6][CH3:7])[C:8]#[N:9])[C:19]([c:18]1[c:17]([F:16])[cH:25][cH:24][cH:23][c:22]1[F:26])=[O:20]. Starting materials: CO, O=C(CC(Cc1cc(F)c(F)cc1F)NC(=O)C(F)(F)F)N1CCn2c(nnc2C(F)(F)F)C1, [Li+], [OH-], O, O. Product: NC(CC(=O)N1CCn2c(nnc2C(F)(F)F)C1)Cc1cc(F)c(F)cc1F. RXN SMILES: [CH3:38][OH:39].[F:1][C:2]([F:3])([F:4])[C:33]([NH:5][CH:6]([CH2:7][c:8]1[c:9]([F:16])[cH:10][c:11]([F:15])[c:12]([F:14])[cH:13]1)[CH2:17][C:18]([N:19]1[CH2:20][c:21]2[n:22]([c:25]([C:28]([F:29])([F:30])[F:31])[n:26][n:27]2)[CH2:23][CH2:24]1)=[O:32])=[O:34].[Li+:37].[OH-:36].[OH2:35].[OH2:40]>>[NH2:5][CH:6]([CH2:7][c:8]1[c:9]([F:16])[cH:10][c:11]([F:15])[c:12]([F:14])[cH:13]1)[CH2:17][C:18]([N:19]1[CH2:20][c:21]2[n:22]([c:25]([C:28]([F:29])([F:30])[F:31])[n:26][n:27]2)[CH2:23][CH2:24]1)=[O:32]. Reactants: ClCCl, CN(C)C=O, CS(=O)(=O)c1ccc(C(=O)C2C(=O)CCCC2=O)c(Cl)c1, O=C(Cl)C(=O)Cl, O. The product is CS(=O)(=O)c1ccc(C(=O)C2=C(Cl)CCCC2=O)c(Cl)c1. As a reaction SMILES: [CH2:34]([Cl:35])[Cl:36].[CH3:28][N:29]([CH3:30])[CH:31]=[O:32].[Cl:1][c:2]1[c:3]([C:4](=[O:5])[CH:6]2[C:7](=[O:13])[CH2:8][CH2:9][CH2:10][C:11]2=[O:12])[cH:14][cH:15][c:16]([S:18](=[O:19])(=[O:20])[CH3:21])[cH:17]1.[Cl:22][C:23]([C:24]([Cl:25])=[O:26])=[O:27].[OH2:33]>>[Cl:1][c:2]1[c:3]([C:4](=[O:5])[C:6]2=[C:7]([Cl:22])[CH2:8][CH2:9][CH2:10][C:11]2=[O:12])[cH:14][cH:15][c:16]([S:18](=[O:19])(=[O:20])[CH3:21])[cH:17]1. Product: NC1=CC=C(N=N1)S(=O)(=O)N1CCN(CC1)C1=CC=C(C=C1)C(C(F)(F)F)(C(F)(F)F)O (2-(4-(4-((6-aminopyridazin-3-yl)sulfonyl)piperazin-1-yl)phenyl)-1,1,1,3,3,3-hexafluoro-2-propanol). Reaction conditions: temperature 110 celsius. RXN SMILES: Cl[C:2]1[N:7]=[N:6][C:5]([S:8]([N:11]2[CH2:16][CH2:15][N:14]([C:17]3[CH:22]=[CH:21][C:20]([C:23]([OH:32])([C:28]([F:31])([F:30])[F:29])[C:24]([F:27])([F:26])[F:25])=[CH:19][CH:18]=3)[CH2:13][CH2:12]2)(=[O:10])=[O:9])=[CH:4][CH:3]=1.[OH-].[NH4+:34]>CCO>[NH2:34][C:2]1[N:7]=[N:6][C:5]([S:8]([N:11]2[CH2:16][CH2:15][N:14]([C:17]3[CH:22]=[CH:21][C:20]([C:23]([OH:32])([C:28]([F:31])([F:30])[F:29])[C:24]([F:27])([F:26])[F:25])=[CH:19][CH:18]=3)[CH2:13][CH2:12]2)(=[O:10])=[O:9])=[CH:4][CH:3]=1 |f:1.2|. Procedure details: To a 2 mL microwave vial was added 2-(4-(4-((6-chloropyridazin-3-yl)sulfonyl)piperazin-1-yl)phenyl)-1,1,1,3,3,3-hexafluoropropan-2-ol (50 mg, 0.099 mmol), EtOH (1.0 mL) and ammonium hydroxide (2.0 mL, 51 mmol). The solution was heated in an Emrys Optimizer microwave reactor (Personal Chemistry, Biotage AB, Inc., Uppsala, Sweden) at 110° C. for 1 h and then concentrated. The resulting material was purified by silica gel chromatography (0 to 4% MeOH in CH2Cl2) to afford 2-(4-(4-((6-aminopyridazin-... Yield: 60.3%. Solvent: CCO (EtOH). Starting materials: ClC1=CC=C(N=N1)S(=O)(=O)N1CCN(CC1)C1=CC=C(C=C1)C(C(F)(F)F)(C(F)(F)F)O (2-(4-(4-((6-chloropyridazin-3-yl)sulfonyl)piperazin-1-yl)phenyl)-1,1,1,3,3,3-hexafluoropropan-2-ol), [OH-].[NH4+] (ammonium hydroxide). Starting materials: CNC1=CC=CC=C1 (N-methylaniline), BrCCCBr (1,3-dibromopropane), C(=O)([O-])[O-].[K+].[K+] (K2CO3), C1COCCOCCOCCOCCOCCO1 (18-crown-6). Run in CN(C)C=O (DMF). Conditions: temperature 35 celsius, time 24 hour. The product is BrCCCN(C1=CC=CC=C1)C (N-(3-bromopropyl)-N-methylaniline). As a reaction SMILES: [CH3:1][NH:2][C:3]1[CH:8]=[CH:7][CH:6]=[CH:5][CH:4]=1.[Br:9][CH2:10][CH2:11][CH2:12]Br.C([O-])([O-])=O.[K+].[K+].C1OCCOCCOCCOCCOCCOC1>CN(C=O)C>[Br:9][CH2:10][CH2:11][CH2:12][N:2]([CH3:1])[C:3]1[CH:8]=[CH:7][CH:6]=[CH:5][CH:4]=1 |f:2.3.4|. Procedure details: N-methylaniline (300 mg, 2.80 mmol), 1,3-dibromopropane (0.568 mL, 5.6 mmol), K2CO3 (1.16 g, 8.40 mmol) and 18-crown-6 (49.8 mg, 0.30 mmol) were dissolved in 20 mL of anhydrous DMF and mixture stirred for 24 hours at 35° C. The reaction mixture was filtered and washed with DCM, and filtrate dissolved in DCM (100 mL) before extraction in water. The organic layer was washed with water (2×50 ml), brine (50 ml), and dried over Na2SO4, followed by evaporation of solvents under reduced pressure and th... Starting materials: [OH-].[NH4+] (ammonium hydroxide), S(O)(O)(=O)=O (sulfuric acid), ice, BrCCCCCCOC1=CC=C(C(=O)OCC)C=C1 (ethyl 4-(6-bromohexyloxy)benzoate). Solvent: O (water). The product is BrCCCCCCOC1=CC=C(C(=O)O)C=C1 (4-(6-bromohexyloxy)benzoic acid). The yield is 79.4%. RXN SMILES: S(=O)(=O)(O)O.[Br:6][CH2:7][CH2:8][CH2:9][CH2:10][CH2:11][CH2:12][O:13][C:14]1[CH:24]=[CH:23][C:17]([C:18]([O:20]CC)=[O:19])=[CH:16][CH:15]=1.[OH-].[NH4+]>O>[Br:6][CH2:7][CH2:8][CH2:9][CH2:10][CH2:11][CH2:12][O:13][C:14]1[CH:15]=[CH:16][C:17]([C:18]([OH:20])=[O:19])=[CH:23][CH:24]=1 |f:2.3|. Procedure: Concentrated sulfuric acid (1036 ml) was added gradually to 338 ml of water, followed by 622 g of ethyl 4-(6-bromohexyloxy)benzoate. The mixture was heated at 100°-110° C. for 35 minutes and then poured onto 2.5 kg ice with stirring. The mixture was treated with 2520 ml of ammonium hydroxide to bring the pH to 6.0. The product was collected by filtration, washed with water and hexane, and dried in an oven to give 452 g of 4-(6-bromohexyloxy)benzoic acid. The reactants are CC#CCOc1ncnc(Cl)c1C, CC1CNCC(C)C1, CCO. The product is CC#CCOc1ncnc(N2CC(C)CC(C)C2)c1C. As a reaction SMILES: [CH2:1]([C:2]#[C:3][CH3:4])[O:5][c:6]1[n:7][cH:8][n:9][c:10]([Cl:13])[c:11]1[CH3:12].[CH3:14][CH:15]1[CH2:16][NH:17][CH2:18][CH:19]([CH3:21])[CH2:20]1.[CH3:22][CH2:23][OH:24]>>[CH2:1]([C:2]#[C:3][CH3:4])[O:5][c:6]1[n:7][cH:8][n:9][c:10]([N:17]2[CH2:16][CH:15]([CH3:14])[CH2:20][CH:19]([CH3:21])[CH2:18]2)[c:11]1[CH3:12].